From a dataset of the Open Reaction Database (ORD), a public repository of structured organic reaction records. describe an organic reaction: reactants, conditions, products, and yield The reactants are OC=1C=C(C(=CC1)C1=CC=CC=C1)C=O (4-hydroxybiphenyl-2-carboxaldehyde), C([O-])([O-])=O.[K+].[K+] (potassium carbonate), C(C1=CC=CC=C1)Br (benzyl bromide). The reagents and catalysts are [I-].C(CCC)[N+](CCCC)(CCCC)CCCC (tetrabutylammonium iodide). Run in CN(C=O)C (N,N-dimethylformamide), C(C)OCC (diethyl ether). Conditions: time 8 hour. The product is C(C1=CC=CC=C1)OC=1C=C(C(=CC1)C1=CC=CC=C1)C=O (4-benzyloxybiphenyl-2-carboxaldehyde). The yield is 97.1%. Reaction SMILES: [OH:1][C:2]1[CH:3]=[C:4]([CH:14]=[O:15])[C:5]([C:8]2[CH:13]=[CH:12][CH:11]=[CH:10][CH:9]=2)=[CH:6][CH:7]=1.C(=O)([O-])[O-].[K+].[K+].[CH2:22](Br)[C:23]1[CH:28]=[CH:27][CH:26]=[CH:25][CH:24]=1>[I-].C([N+](CCCC)(CCCC)CCCC)CCC.CN(C)C=O.C(OCC)C>[CH2:22]([O:1][C:2]1[CH:3]=[C:4]([CH:14]=[O:15])[C:5]([C:8]2[CH:13]=[CH:12][CH:11]=[CH:10][CH:9]=2)=[CH:6][CH:7]=1)[C:23]1[CH:28]=[CH:27][CH:26]=[CH:25][CH:24]=1 |f:1.2.3,5.6|. Procedure details: To a suspension of 4-hydroxybiphenyl-2-carboxaldehyde (80 mg, 0.40 mmol), potassium carbonate (111 mg, 0.80 mmol), and tetrabutylammonium iodide (15 mg, 0.04 mmol) in 0.8 mL of dry N,N-dimethylformamide was added benzyl bromide (72 μL, 0.60 mmol) at 0° C. After being stirred at room temperature overnight, the reaction mixture was diluted with diethyl ether. The solution was washed with water, saturated NaHCO3 aqueous solution, brine, and dried over MgSO4. After filtration, the filtrate was conce...